This data is from the Open Reaction Database (ORD), a public repository of structured organic reaction records. The task is: describe an organic reaction: reactants, conditions, products, and yield The reactants are C[Al](C)C (trimethylaluminum), Heterocycles, CS(=O)(=O)C1=CC=C(N)C=C1 (4-(methylsulfonyl)aniline), C(#N)C1=CC=C(C=C1)C=1SC=CC1 (2-(4-cyanophenyl)thiophene). Run in C(Cl)(Cl)Cl.CO (chloroform methanol), C1(=CC=CC=C1)C (toluene), C1(=CC=CC=C1)C (toluene). Run at time 3.5 hour. The product is CS(=O)(=O)C1=CC=C(C=C1)NC(=N)C1=CC=C(C=C1)C=1SC=CC1 (N-[4-(Methylsulfonyl)phenyl]-4-(2-thienyl)benzenecarboximidamide). Reaction SMILES: [CH3:1][S:2]([C:5]1[CH:11]=[CH:10][C:8]([NH2:9])=[CH:7][CH:6]=1)(=[O:4])=[O:3].C[Al](C)C.[C:16]([C:18]1[CH:23]=[CH:22][C:21]([C:24]2[S:25][CH:26]=[CH:27][CH:28]=2)=[CH:20][CH:19]=1)#[N:17]>C1(C)C=CC=CC=1.C(Cl)(Cl)Cl.CO>[CH3:1][S:2]([C:5]1[CH:11]=[CH:10][C:8]([NH:9][C:16]([C:18]2[CH:19]=[CH:20][C:21]([C:24]3[S:25][CH:26]=[CH:27][CH:28]=3)=[CH:22][CH:23]=2)=[NH:17])=[CH:7][CH:6]=1)(=[O:3])=[O:4] |f:4.5|. Procedure: To a suspension of 4-(methylsulfonyl)aniline (0.428 g, 2.5 mmol) in toluene (15 mL) at 0° C. was added over 5 minutes trimethylaluminum (3.83 mL, 0.98 M solution in hexane, 3.75 mmol). The reaction mixture was warmed to room temperature and stirred for 3.5 hours. A solution of 2-(4-cyanophenyl)thiophene (0.926 g, 5 mmol, prepared according to the method of Heterocycles, 1990, 31, 1951) in toluene (10 mL) was added over 5 minutes and the reaction mixture heated to 70° C. After 18.5 hours, the rea... The reactants are C(C)OC1=CC=C(C=C1)CC(=O)OCC (ethyl 2-(4-ethoxyphenyl)acetate), S(O)(=O)(=O)Cl (chlorosulfuric acid), ice water. Run at time 1 hour. Yields the product ClS(=O)(=O)C=1C=C(C=CC1OCC)CC(=O)OCC (ethyl 2-[3-(chlorosulfonyl)-4-ethoxyphenyl]acetate). The yield is 35.9%. As a reaction SMILES: [CH2:1]([O:3][C:4]1[CH:9]=[CH:8][C:7]([CH2:10][C:11]([O:13][CH2:14][CH3:15])=[O:12])=[CH:6][CH:5]=1)[CH3:2].[S:16]([Cl:20])(=O)(=[O:18])[OH:17]>>[Cl:20][S:16]([C:5]1[CH:6]=[C:7]([CH2:10][C:11]([O:13][CH2:14][CH3:15])=[O:12])[CH:8]=[CH:9][C:4]=1[O:3][CH2:1][CH3:2])(=[O:18])=[O:17]. Reported procedure: After addition of 208 mg(1.0 mmol) of ethyl 2-(4-ethoxyphenyl)acetate to 0.2 ml(3.0 mmol) of chlorosulfuric acid dropwise at 0° C., the mixture was warmed to room temperature and stirred for one hour, and then poured into ice water. After the resultant was extracted with ethyl acetate, the extracted ethyl acetate solution was washed with water three times. The solvent was removed under reduced pressure to give 110 mg of the title compound in a yield of 34%. Reactants: CON(C(CC=1C=C(C=CC1)C)=O)C (N-methoxy-N-methyl-2-m-tolylacetamide), C1(=CC=CC=C1)[Mg]Br (phenylmagnesium bromide). Run in C1CCOC1 (THF). Reaction conditions: time 3 hour. The product is C1(=CC=CC=C1)C(CC=1C=C(C=CC1)C)=O (1-phenyl-2-m-tolylethanone). The yield is 84.1%. As a reaction SMILES: CON(C)[C:4](=[O:13])[CH2:5][C:6]1[CH:7]=[C:8]([CH3:12])[CH:9]=[CH:10][CH:11]=1.[C:15]1([Mg]Br)[CH:20]=[CH:19][CH:18]=[CH:17][CH:16]=1>C1COCC1>[C:15]1([C:4](=[O:13])[CH2:5][C:6]2[CH:7]=[C:8]([CH3:12])[CH:9]=[CH:10][CH:11]=2)[CH:20]=[CH:19][CH:18]=[CH:17][CH:16]=1. Reported procedure: Under N2, to a mixture of N-methoxy-N-methyl-2-m-tolylacetamide (500 mg, 2.6 mmol) in anhydrous THF was added phenylmagnesium bromide (6.5 mL, 6.5 mmol) at −78° C., and the mixture was stirred for 3 hours. When TLC indicated that the starting material was consumed, the reaction mixture was diluted with EtOAc, washed with water and brine, concentrated, and purified by column chromatography (PE:EtOAc=30:1) to give Intermediate 4 (460 mg, yield 84.6%). Reactants: COc1cccc(Br)c1, COc1ccc2c(c1)CCC(CN(C)C)C2=O, CCOCC, [Cl-], [Mg], [NH4+], C1CCOC1, O. Product: COc1cccc(C2(O)c3ccc(OC)cc3CCC2CN(C)C)c1. Reaction SMILES: [Br:2][c:3]1[cH:4][c:5]([O:9][CH3:10])[cH:6][cH:7][cH:8]1.[CH3:11][N:12]([CH3:13])[CH2:14][CH:15]1[C:16](=[O:27])[c:17]2[cH:18][cH:19][c:20]([O:25][CH3:26])[cH:21][c:22]2[CH2:23][CH2:24]1.[CH3:36][CH2:37][O:38][CH2:39][CH3:40].[Cl-:28].[Mg:1].[NH4+:29].[O:30]1[CH2:31][CH2:32][CH2:33][CH2:34]1.[OH2:35]>>[c:3]1([C:16]2([OH:27])[CH:15]([CH2:14][N:12]([CH3:11])[CH3:13])[CH2:24][CH2:23][c:22]3[c:17]2[cH:18][cH:19][c:20]([O:25][CH3:26])[cH:21]3)[cH:4][c:5]([O:9][CH3:10])[cH:6][cH:7][cH:8]1. The reactants are CCCCOc1ccc(S(=O)(=O)C2(C(=O)OCC)CCN(Cc3ccc(Cl)c(Cl)c3)CC2)cc1, C1CCOC1, CO, [Na+], [OH-]. Yields the product CCCCOc1ccc(S(=O)(=O)C2(C(=O)O)CCN(Cc3ccc(Cl)c(Cl)c3)CC2)cc1. As a reaction SMILES: [CH2:1]([CH3:2])[O:3][C:4](=[O:5])[C:6]1([S:21](=[O:22])(=[O:23])[c:24]2[cH:25][cH:26][c:27]([O:30][CH2:31][CH2:32][CH2:33][CH3:34])[cH:28][cH:29]2)[CH2:7][CH2:8][N:9]([CH2:12][c:13]2[cH:14][c:15]([Cl:20])[c:16]([Cl:19])[cH:17][cH:18]2)[CH2:10][CH2:11]1.[CH2:39]1[O:40][CH2:41][CH2:42][CH2:43]1.[CH3:35][OH:36].[Na+:38].[OH-:37]>>[O:3]=[C:4]([OH:5])[C:6]1([S:21](=[O:22])(=[O:23])[c:24]2[cH:25][cH:26][c:27]([O:30][CH2:31][CH2:32][CH2:33][CH3:34])[cH:28][cH:29]2)[CH2:7][CH2:8][N:9]([CH2:12][c:13]2[cH:14][c:15]([Cl:20])[c:16]([Cl:19])[cH:17][cH:18]2)[CH2:10][CH2:11]1. Starting materials: C(C)OC(C1=C(N=CC(=C1)N)C)=O (5-amino-2-methyl-nicotinic acid ethyl ester), ClC1=NC=C(C=N1)C1=CC=C(C=C1)OC (2-chloro-5-(4-methoxy-phenyl)-pyrimidine), CC1(C2=C(C(=CC=C2)P(C3=CC=CC=C3)C4=CC=CC=C4)OC5=C(C=CC=C51)P(C6=CC=CC=C6)C7=CC=CC=C7)C (xanthphos), C(=O)([O-])[O-].[Cs+].[Cs+] (Cs2CO3). Reagents/catalysts: CC(=O)[O-].CC(=O)[O-].[Pd+2] (Pd(OAc)2). Solvent: O1CCOCC1 (1,4-dioxane). Conditions: temperature 100 celsius. Yields the product C(C)OC(C1=C(N=CC(=C1)NC1=NC=C(C=N1)C1=CC=C(C=C1)OC)C)=O (5-[5-(4-methoxy-phenyl)-pyrimidin-2-ylamino]-2-methyl-nicotinic acid ethyl ester). As a reaction SMILES: [CH2:1]([O:3][C:4](=[O:13])[C:5]1[CH:10]=[C:9]([NH2:11])[CH:8]=[N:7][C:6]=1[CH3:12])[CH3:2].Cl[C:15]1[N:20]=[CH:19][C:18]([C:21]2[CH:26]=[CH:25][C:24]([O:27][CH3:28])=[CH:23][CH:22]=2)=[CH:17][N:16]=1.CC1(C)C2C(=C(P(C3C=CC=CC=3)C3C=CC=CC=3)C=CC=2)OC2C(P(C3C=CC=CC=3)C3C=CC=CC=3)=CC=CC1=2.C([O-])([O-])=O.[Cs+].[Cs+]>CC([O-])=O.CC([O-])=O.[Pd+2].O1CCOCC1>[CH2:1]([O:3][C:4](=[O:13])[C:5]1[CH:10]=[C:9]([NH:11][C:15]2[N:16]=[CH:17][C:18]([C:21]3[CH:22]=[CH:23][C:24]([O:27][CH3:28])=[CH:25][CH:26]=3)=[CH:19][N:20]=2)[CH:8]=[N:7][C:6]=1[CH3:12])[CH3:2] |f:3.4.5,6.7.8|. Reported procedure: A vial is charged with 5-amino-2-methyl-nicotinic acid ethyl ester 8 (1.25 mmol), 2-chloro-5-(4-methoxy-phenyl)-pyrimidine 3 (1.25 mmol), Pd(OAc)2 (0.187 mmol), xanthphos (0.187 mmol), Cs2CO3 (1.25 mmol), and anhydrous 1,4-dioxane (8 mL). The vial is evacuated and refilled with N2 twice and the mixture is heated in an oil bath at 100° C. for 2 h. The vial is cooled down to rt and the reaction mixture is diluted with DCM, washed with 10% NH4Cl solution, brine and dried over Na2SO4. The solvent is...